Dataset: the Open Reaction Database (ORD), a public repository of structured organic reaction records. Task: describe an organic reaction: reactants, conditions, products, and yield Starting materials: CS(=O)(=O)O (methanesulfonic acid), CS(=O)(=O)O (methanesulfonic acid), C[Si](C)(C)C#C[Si](C)(C)C (bis(trimethylsilyl) acetylene), C([O-])(O)=O.[Na+] (sodium bicarbonate), Cl (hydrochloric acid), C[Si](C)(C)C#C[Si](C)(C)C (bis(trimethylsilyl)acetylene), C(C=C)N=C=O (allyl isocyanate), ferric chloride, [Cl-].[Al+3].[Cl-].[Cl-] (aluminum chloride), CS(=O)(=O)O (methanesulfonic acid). The reagents and catalysts are [Cl-].[Zn+2].[Cl-] (zinc chloride), [Ti](Cl)(Cl)(Cl)Cl (titanium tetrachloride). Solvent: ClCCl (dichloromethane), O (water), ClCCCl (1,2-dichloroethane), O1CCOCC1 (dioxane), ClC1=C(C=CC=C1)Cl (o-dichlorobenzene). Product: C(C=C)NC(C#C[Si](C)(C)C)=O (N-allyl-3-trimethylsilylpropiolic amide). RXN SMILES: [CH3:1][Si:2]([C:5]#[C:6][Si](C)(C)C)([CH3:4])[CH3:3].[CH2:11]([N:14]=[C:15]=[O:16])[CH:12]=[CH2:13].[Cl-].[Al+3].[Cl-].[Cl-].CS(O)(=O)=O.Cl.C(=O)(O)[O-].[Na+]>O1CCOCC1.[Ti](Cl)(Cl)(Cl)Cl.[Cl-].[Zn+2].[Cl-].O.ClCCl.ClC1C=CC=CC=1Cl.ClCCCl>[CH2:11]([NH:14][C:15](=[O:16])[C:6]#[C:5][Si:2]([CH3:4])([CH3:3])[CH3:1])[CH:12]=[CH2:13] |f:2.3.4.5,8.9,12.13.14|. Procedure details: A solution of bis(trimethylsilyl)acetylene and allyl isocyanate in dry solvent is treated with an excess (at least 2 molar equivalents) of an acid catalyst. The preferred acid catalysts include aluminum chloride, ferric chloride and methanesulfonic acid; the most preferred acid catalyst is methanesulfonic acid. Acid catalysts which have been found not to work include: titanium tetrachloride, zinc chloride (in diethyl ether), Amberlyst 15 and Dowex 50 ion exchange resins, and gaseous hydrochloric...